Dataset: the Open Reaction Database (ORD), a public repository of structured organic reaction records. Task: describe an organic reaction: reactants, conditions, products, and yield Starting materials: NN (hydrazine), ClC=1C(=NC=CN1)CO ((3-chloropyrazin-2-yl)methanol), C1(C=2C(C(N1)=O)=CC=CC2)=O (phthalimide), C1(=CC=CC=C1)P(C1=CC=CC=C1)C1=CC=CC=C1 (triphenylphosphine), CC(C)OC(=O)/N=N/C(=O)OC(C)C (DIAD). The solvent is CO (methanol), C1CCOC1 (THF). Conditions: time 16 hour. Product: Cl.Cl.ClC=1C(=NC=CN1)CN ((3-chloropyrazin-2-yl)methanamine dihydrochloride). Isolated yield 232.7%. As a reaction SMILES: [Cl:1][C:2]1[C:3]([CH2:8]O)=[N:4][CH:5]=[CH:6][N:7]=1.C1(=O)[NH:14]C(=O)C2=CC=CC=C12.C1(P(C2C=CC=CC=2)C2C=CC=CC=2)C=CC=CC=1.CC(OC(/N=N/C(OC(C)C)=O)=O)C.NN>C1COCC1.CO>[ClH:1].[ClH:1].[Cl:1][C:2]1[C:3]([CH2:8][NH2:14])=[N:4][CH:5]=[CH:6][N:7]=1 |f:7.8.9|. Procedure details: To a solution of (3-chloropyrazin-2-yl)methanol (B. Klein et al. J. Org. Chem. 1963, 28, 1682.) (10.78 g, 74.6 mmol), phthalimide (13.18 g, 89.7 mmol) and triphenylphosphine (23.78 g, 90.8 mmol) in THF (350 mL) was added DIAD (17.8 mL, 90.8 mmol) and the mixture stirred at ambient temp for 16 h. The mixture was concentrated by rotary evaporation. The intermediate 2-((3-chloropyrazin-2-yl)methyl)isoindoline-1,3-dione was taken up in CH2Cl2 (300 mL) and methanol (450 mL) and treated with anhydrous... Starting materials: C(OC(C)OC(C(C)C)=O)(SC)=O (O-(1-Isobutanoyloxyethyl) S-methyl thiocarbonate), ClC(=O)OCCl (chloromethyl chloroformate), C(C(C)(C)C)(=O)O (pivalic acid). Product: C(OCOC(C(C)(C)C)=O)(SC)=O (O-(pivaloyloxymethyl) S-methyl thiocarbonate). As a reaction SMILES: [C:1](=[O:13])([S:11][CH3:12])[O:2][CH:3]([O:5][C:6](=[O:10])[CH:7]([CH3:9])[CH3:8])C.Cl[C:15](OCCl)=O.C(O)(=O)C(C)(C)C>>[C:1](=[O:13])([S:11][CH3:12])[O:2][CH2:3][O:5][C:6](=[O:10])[C:7]([CH3:15])([CH3:9])[CH3:8]. Reported procedure: Following the procedures for synthesizing O-(1-isobutanoyloxyethyl) S-methyl thiocarbonate (2) and replacing 1-chloroethyl chloroformate with chloromethyl chloroformate in Step A and replacing isobutyric acid with pivalic acid in Step B affords O-(pivaloyloxymethyl) S-methyl thiocarbonate (9) as an oil. The reactants are S1C=C(C=C1)N1C=CC2=CC=CC=C12 (1-(3-thienyl)indole), ClN1C(CCC1=O)=O (N-chlorosuccinimide). Solvent: C(Cl)Cl (methylene chloride). Run at time 2 hour. Yields the product S1C=C(C=C1)N1C(CC2=CC=CC=C12)=O (1-(3-Thienyl)oxindole). The yield is 72.9%. RXN SMILES: [S:1]1[CH:5]=[CH:4][C:3]([N:6]2[C:14]3[C:9](=[CH:10][CH:11]=[CH:12][CH:13]=3)[CH:8]=[CH:7]2)=[CH:2]1.ClN1C(=[O:21])CCC1=O>C(Cl)Cl>[S:1]1[CH:5]=[CH:4][C:3]([N:6]2[C:14]3[C:9](=[CH:10][CH:11]=[CH:12][CH:13]=3)[CH2:8][C:7]2=[O:21])=[CH:2]1. Procedure details: To a solution of 1-(3-thienyl)indole (9.14 g, 0.0459 M) in 350 ml of dry methylene chloride under a nitrogen atmosphere was added 6.44 g (0.0482 M) of N-chlorosuccinimide (NCS) at room temperature. The reaction was stirred at room temperature for 2 hours, then concentrated in vacuo. The resulting foamy residue was immediately dissolved in 190 ml of glacial acetic acid. The resulting mixture was heated to 70° C. followed by the addition of 49.5 ml of 85% H3PO4 and heating of the reaction mixture ... Starting materials: C(C#C)O (propargyl alcohol), COCCO[AlH2-]OCCOC.[Na+] (Red-Al), C(C#CCCCCCCC)O (2-decyn-1-ol). Solvent: CCOCC (ether), CCOCC (ether). The product is C(\C=C\CCCCCCC)O (trans-2-Decen-1-ol), clear oil. As a reaction SMILES: C(O)C#C.[CH2:5]([OH:15])[C:6]#[C:7][CH2:8][CH2:9][CH2:10][CH2:11][CH2:12][CH2:13][CH3:14].COCCO[AlH2-]OCCOC.[Na+]>CCOCC>[CH2:5]([OH:15])/[CH:6]=[CH:7]/[CH2:8][CH2:9][CH2:10][CH2:11][CH2:12][CH2:13][CH3:14] |f:2.3|. Procedure: trans-2-Decen-1-ol was prepared by reduction of the propargyl alcohol by the method described by Jones and Denmark (Org. Syn., 1985, 64, 182-8) using 15 g (97 mmole) of 2-decyn-1-ol in 40 ml of ether and 48 ml (162 mmole) of Red-Al (sodium bis(2-methoxyethoxy)aluminum hybride) in 50 ml of ether. Kugelrohr distillation afforded 11.59 g of a clear oil. 1H NMR δ5.66 (m, 2), 4.07 (d, 2, J=5 Hz), 20.3 (dd, 2, J=6, 13 hz), 1.68 (br, 1), 1.4-1.2 (m, 10), 0.88 (t, 3, J=7 Hz). Reactants: [Cl-].[Cl-].[Cl-].[Al+3] (aluminum trichloride), Cl (hydrochloric acid), C1(CCC(=O)O1)=O (succinic anhydride), FC1=C(C=CC=C1)C1=CC=CC=C1 (2-fluorobiphenyl). Solvent: ClC(C)Cl (dichloroethane). Conditions: time 4 hour. Product: FC1=C(C=CC=C1)C1=CC=C(C(=O)CCC(=O)O)C=C1 (3- [4- (2-Fluorophenyl)benzoyl]propanoic acid). Yield: 88.7%. Reaction SMILES: [Cl-].[Cl-].[Cl-].[Al+3].[C:5]1(=[O:11])[O:10][C:8](=[O:9])[CH2:7][CH2:6]1.[F:12][C:13]1[CH:18]=[CH:17][CH:16]=[CH:15][C:14]=1[C:19]1[CH:24]=[CH:23][CH:22]=[CH:21][CH:20]=1.Cl>ClC(Cl)C>[F:12][C:13]1[CH:18]=[CH:17][CH:16]=[CH:15][C:14]=1[C:19]1[CH:20]=[CH:21][C:22]([C:5]([CH2:6][CH2:7][C:8]([OH:10])=[O:9])=[O:11])=[CH:23][CH:24]=1 |f:0.1.2.3|. Reported procedure: To 6.2 g (46.5 mmol) of aluminum trichloride suspended in 50 ml of dichloroethane were added 3.02 g (30.2 retool) of succinic anhydride and 4.0 g (23.2 mmol) of 2-fluorobiphenyl were added thereto and the mixture was stirred at room temperature for 4 hours. The reaction solution was poured into hydrochloric acid containing ice, and extracted with chloroform. The organic layer was washed with water and then dried over anhydrous magnesium sulfate. The solvent was distilled off under reduced pressu... The reactants are CCOC(C)=O, FC1CCNC1, O=Cc1cccc(F)c1F, [K+], [K+], O=C([O-])[O-], C1COCCO1. The product is O=Cc1cccc(F)c1N1CCC(F)C1. As a reaction SMILES: [CH3:29][CH2:30][O:31][C:32](=[O:33])[CH3:34].[F:11][CH:12]1[CH2:13][NH:14][CH2:15][CH2:16]1.[F:1][c:2]1[c:3]([CH:4]=[O:5])[cH:6][cH:7][cH:8][c:9]1[F:10].[K+:17].[K+:18].[O-:19][C:20]([O-:21])=[O:22].[O:23]1[CH2:24][CH2:25][O:26][CH2:27][CH2:28]1>>[c:2]1([N:14]2[CH2:13][CH:12]([F:11])[CH2:16][CH2:15]2)[c:3]([CH:4]=[O:5])[cH:6][cH:7][cH:8][c:9]1[F:10]. The reactants are BrCCCC(C)=O (5-bromo-2-pentanone), C1=CC=CC=2OC3=CC=CC=C3C(C12)=C1CCNCC1 (4-(9-xanthenylidene)piperidine), C([O-])([O-])=O.[Na+].[Na+] (sodium carbonate). Run in C(Cl)(Cl)Cl (chloroform), C(Cl)(Cl)Cl (chloroform). Product: C1=CC=CC=2OC3=CC=CC=C3C(C12)=C1CCN(CC1)CCCC(C)=O (5-[4-(9-xanthenylidene)piperidino]-2-pentanone). RXN SMILES: Br[CH2:2][CH2:3][CH2:4][C:5](=[O:7])[CH3:6].[CH:8]1[C:21]2[C:20](=[C:22]3[CH2:27][CH2:26][NH:25][CH2:24][CH2:23]3)[C:19]3[C:14](=[CH:15][CH:16]=[CH:17][CH:18]=3)[O:13][C:12]=2[CH:11]=[CH:10][CH:9]=1.C(=O)([O-])[O-].[Na+].[Na+]>C(Cl)(Cl)Cl>[CH:18]1[C:19]2[C:20](=[C:22]3[CH2:27][CH2:26][N:25]([CH2:2][CH2:3][CH2:4][C:5](=[O:7])[CH3:6])[CH2:24][CH2:23]3)[C:21]3[C:12](=[CH:11][CH:10]=[CH:9][CH:8]=3)[O:13][C:14]=2[CH:15]=[CH:16][CH:17]=1 |f:2.3.4|. Procedure: 7.2 g of 5-bromo-2-pentanone in 50 cc of chloroform are added dropwise to a suspension of 10.0 g of 4-(9-xanthenylidene)piperidine [M.P. 147°-149°, produced from N-methyl-4-(9-xanthenylidene)piperidine] and 9.25 g of sodium carbonate in 200 cc of chloroform. The reaction mixture is boiled at reflux for 17 hours, is filtered, concentrated by evaporation, the evaporation residue is placed on a column of 100 g of silica gel and elution is effected with chloroform containing 1% of methanol. The evap... Reactants: Cl.S1C=CC=2CNCCC21 (4,5,6,7-tetrahydrothieno-[3,2-c]pyridine hydrochloride), ClC1=C(CCl)C=CC=C1 (2-chlorobenzyl chloride), [OH-].[Na+] (NaOH). The reagents and catalysts are S(=O)(=O)(O)[O-].C(CCC)[N+](CCCC)(CCCC)CCCC (tetra-n-butyl ammonium hydrogen sulfate). The solvent is C1=CC=CC=C1 (benzene). Conditions: time 40 hour. Yields the product ClC1=C(CN2CC3=C(CC2)SC=C3)C=CC=C1 (5-(2-chlorobenzyl)-4,5,6,7tetrahydrothieno[3,2-c]pyridine). The yield is 79.7%. Reaction SMILES: Cl.[S:2]1[C:10]2[CH2:9][CH2:8][NH:7][CH2:6][C:5]=2[CH:4]=[CH:3]1.[Cl:11][C:12]1[CH:19]=[CH:18][CH:17]=[CH:16][C:13]=1[CH2:14]Cl.[OH-].[Na+]>C1C=CC=CC=1.S([O-])(O)(=O)=O.C([N+](CCCC)(CCCC)CCCC)CCC>[Cl:11][C:12]1[CH:19]=[CH:18][CH:17]=[CH:16][C:13]=1[CH2:14][N:7]1[CH2:8][CH2:9][C:10]2[S:2][CH:3]=[CH:4][C:5]=2[CH2:6]1 |f:0.1,3.4,6.7|. Reported procedure: To a solution of 4,5,6,7-tetrahydrothieno-[3,2-c]pyridine hydrochloride (24.0 g, 0.137 mol) and 2-chlorobenzyl chloride (26.4 g, 0.164 mol) in benzene (100 ml) were added an aqueous 2.5N NaOH solution (150 ml, 0.375 mol) and tetra-n-butyl ammonium hydrogen sulfate (1.0 g, 0.003 mol). The mixture was stirred for 40 hours at toom temperature. The reaction mixture was allowed to stand, thereby separating an organic layer from an aqueous layer. The aqueous layer was extracted with benzene (100 ml×2 ... Reactants: COC(C(C(CC(=O)OC(C)(C)C)C(=O)OCC1=CC=CC=C1)CCC1=CC=CC=C1)=O (3-Benzyloxycarbonyl-2-phenethyl-pentanedioic acid 5-tert-butyl ester 1-methyl ester). Reagents/catalysts: [Pd] (palladium). The solvent is C(C)O (ethanol). Run at time 24 hour. The product is COC(C(C(CC(=O)OC(C)(C)C)C(=O)O)CCC1=CC=CC=C1)=O (3-Carboxy-2-phenethyl-pentandioic acid 5-tert-butyl ester 1-methyl ester). Reaction SMILES: [CH3:1][O:2][C:3](=[O:32])[CH:4]([CH2:24][CH2:25][C:26]1[CH:31]=[CH:30][CH:29]=[CH:28][CH:27]=1)[CH:5]([C:14]([O:16]CC1C=CC=CC=1)=[O:15])[CH2:6][C:7]([O:9][C:10]([CH3:13])([CH3:12])[CH3:11])=[O:8]>C(O)C.[Pd]>[CH3:1][O:2][C:3](=[O:32])[CH:4]([CH2:24][CH2:25][C:26]1[CH:27]=[CH:28][CH:29]=[CH:30][CH:31]=1)[CH:5]([C:14]([OH:16])=[O:15])[CH2:6][C:7]([O:9][C:10]([CH3:12])([CH3:11])[CH3:13])=[O:8]. Procedure: A solution of the compound of example 52 (700 mg, 1.59 mmol) in ethanol (95%, 100 mL) was hydrogenated in the presence of a catalytic amount palladium (10% on charcoal). After 24 h of stirring, the reaction was complete. The mixture was filtered over a celite pad and the solvent was evaporated. The residue was distributed between ethyl acetate and water. The aqueous phase was extracted twice more with ethyl acetate. The recombined organic layer was washed with brine, dried over sodium sulfate, f...